This data is from the Open Reaction Database (ORD), a public repository of structured organic reaction records. The task is: describe an organic reaction: reactants, conditions, products, and yield The reactants are C(C1=CC=CC=C1)OC[C@@H]1[C@H]([C@@H]([C@H]([C@@H](OC)O1)OC(C1=CC=CC=C1)=O)OC(C1=CC=CC=C1)=O)O (Methyl 6-O-Benzyl-2,3-di-O-benzoyl-α-D-glucopyranoside), C(C1=CC=CC=C1)OC[C@@H]1[C@H]([C@@H]([C@H]([C@@H](OC)O1)OC(C1=CC=CC=C1)=O)OC(C1=CC=CC=C1)=O)O (Methyl 6-O-Benzyl-2,3-di-O-benzoyl-α-D-glucopyranoside), S(=O)(=O)(Cl)Cl (sulfuryl chloride). Run in N1=CC=CC=C1 (pyridine). Run at time 1 hour. Yields the product C(C1=CC=CC=C1)OC[C@@H]1[C@@H]([C@@H]([C@H]([C@@H](OC)O1)OC(C1=CC=CC=C1)=O)OC(C1=CC=CC=C1)=O)Cl (methyl 6-O-benzyl-2,3-di-O-benzoyl-4-chloro-4-deoxy-α-D-galactopyranoside). Isolated yield 90.0%. Reaction SMILES: [CH2:1]([O:8][CH2:9][C@H:10]1[O:17][C@H:14]([O:15][CH3:16])[C@H:13]([O:18][C:19](=[O:26])[C:20]2[CH:25]=[CH:24][CH:23]=[CH:22][CH:21]=2)[C@@H:12]([O:27][C:28](=[O:35])[C:29]2[CH:34]=[CH:33][CH:32]=[CH:31][CH:30]=2)[C@@H:11]1O)[C:2]1[CH:7]=[CH:6][CH:5]=[CH:4][CH:3]=1.S(Cl)([Cl:40])(=O)=O>N1C=CC=CC=1>[CH2:1]([O:8][CH2:9][C@H:10]1[O:17][C@H:14]([O:15][CH3:16])[C@H:13]([O:18][C:19](=[O:26])[C:20]2[CH:25]=[CH:24][CH:23]=[CH:22][CH:21]=2)[C@@H:12]([O:27][C:28](=[O:35])[C:29]2[CH:34]=[CH:33][CH:32]=[CH:31][CH:30]=2)[C@H:11]1[Cl:40])[C:2]1[CH:7]=[CH:6][CH:5]=[CH:4][CH:3]=1. Procedure: To a solution of crude methyl 6-O-benzyl-2,3-di-O-benzoyl-α-D-glycopyranoside (compound 66) (from previous step) in 300 mL of pyridine at -40° C. was added sulfuryl chloride (15 mL). After 1 hour, the cooling bath was removed and stirring was continued at room temperature for 3 hours. Dichloromethane was then added and the resulting solution was washed with saturated sodium bicarbonate solution and water, dried over anhydrous sodium sulfate and evaporated. The residue was chromatographed on a si... Reactants: C(C)C1=CC=C(C=C1)C(O)C1=NC=CC=C1O (4-ethylphenyl-3-hydroxypyridin-2-yl-methanol). Reagents/catalysts: [OH-].[OH-].[Pd+2] (palladium hydroxide/carbon). The solvent is C(C)(=O)O (acetic acid). Run at time 76 hour. The product is C(C)C1=CC=C(CC2=NC=CC=C2O)C=C1 (2-(4-ethylbenzyl)-3-hydroxypyridine). The yield is 82.3%. Reaction SMILES: [CH2:1]([C:3]1[CH:8]=[CH:7][C:6]([CH:9]([C:11]2[C:16]([OH:17])=[CH:15][CH:14]=[CH:13][N:12]=2)O)=[CH:5][CH:4]=1)[CH3:2]>[OH-].[OH-].[Pd+2].C(O)(=O)C>[CH2:1]([C:3]1[CH:8]=[CH:7][C:6]([CH2:9][C:11]2[C:16]([OH:17])=[CH:15][CH:14]=[CH:13][N:12]=2)=[CH:5][CH:4]=1)[CH3:2] |f:1.2.3|. Procedure: A mixture of 4-ethylphenyl-3-hydroxypyridin-2-yl-methanol (0.60 g, 2.62 mmol), 20% palladium hydroxide/carbon (300 mg) and acetic acid (8 mL) was stirred under a hydrogen atmosphere for 76 hours. After filtration to remove the insoluble materials, the filtrate was purified by silica gel column chromatography (hexane:ethyl acetate=1:1) to give 2-(4-ethylbenzyl)-3-hydroxypyridine (0.46 g, 82%) as a colorless powder.